This data is from the Open Reaction Database (ORD), a public repository of structured organic reaction records. The task is: describe an organic reaction: reactants, conditions, products, and yield Starting materials: CCN(C(=O)OCc1ccccc1)c1nc2n(n1)C(c1ccc(C#N)cc1)C(C#N)=C(C)N2c1cccc(C(F)(F)F)c1, CO. The product is CCNc1nc2n(n1)C(c1ccc(C#N)cc1)C(C#N)=C(C)N2c1cccc(C(F)(F)F)c1. As a reaction SMILES: [CH2:1]([O:2][C:3](=[O:4])[N:10]([CH2:11][CH3:12])[c:13]1[n:14][n:15]2[c:16]([n:42]1)[N:17]([c:32]1[cH:33][c:34]([C:38]([F:39])([F:40])[F:41])[cH:35][cH:36][cH:37]1)[C:18]([CH3:31])=[C:19]([C:29]#[N:30])[CH:20]2[c:21]1[cH:22][cH:23][c:24]([C:27]#[N:28])[cH:25][cH:26]1)[c:5]1[cH:6][cH:7][cH:8][cH:9][cH:43]1.[CH3:44][OH:45]>>[NH:10]([CH2:11][CH3:12])[c:13]1[n:14][n:15]2[c:16]([n:42]1)[N:17]([c:32]1[cH:33][c:34]([C:38]([F:39])([F:40])[F:41])[cH:35][cH:36][cH:37]1)[C:18]([CH3:31])=[C:19]([C:29]#[N:30])[CH:20]2[c:21]1[cH:22][cH:23][c:24]([C:27]#[N:28])[cH:25][cH:26]1. Starting materials: Cl, CNC(=O)c1c(-c2ccc(F)cc2)oc2ccc(-c3cc(C(=O)O)ccc3C)c(F)c12, CN(C)C=O, O, NC1(c2ccnnc2)CC1. Yields the product CNC(=O)c1c(-c2ccc(F)cc2)oc2ccc(-c3cc(C(=O)NC4(c5ccnnc5)CC4)ccc3C)c(F)c12. As a reaction SMILES: [ClH:42].[F:1][c:2]1[c:3](-[c:22]2[cH:23][c:24]([C:25](=[O:26])[OH:27])[cH:28][cH:29][c:30]2[CH3:31])[cH:4][cH:5][c:6]2[c:7]1[c:8]([C:18]([NH:19][CH3:20])=[O:21])[c:9](-[c:11]1[cH:12][cH:13][c:14]([F:17])[cH:15][cH:16]1)[o:10]2.[O:43]=[CH:44][N:45]([CH3:46])[CH3:47].[OH2:48].[n:32]1[n:33][cH:34][c:35]([C:38]2([NH2:41])[CH2:39][CH2:40]2)[cH:36][cH:37]1>>[F:1][c:2]1[c:3](-[c:22]2[cH:23][c:24]([C:25](=[O:27])[NH:41][C:38]3([c:35]4[cH:34][n:33][n:32][cH:37][cH:36]4)[CH2:39][CH2:40]3)[cH:28][cH:29][c:30]2[CH3:31])[cH:4][cH:5][c:6]2[c:7]1[c:8]([C:18]([NH:19][CH3:20])=[O:21])[c:9](-[c:11]1[cH:12][cH:13][c:14]([F:17])[cH:15][cH:16]1)[o:10]2. Starting materials: CC(CCCCCC)Br (2-octyl bromide), [OH-].[K+] (potassium hydroxide), OC1=CC=2CC3=CC(=CC=C3C2C=C1)O (2,7-dihydroxyfluorene). The solvent is C(C)O (ethanol). The product is OC1=CC=2CC3=CC(=CC=C3C2C=C1)OC(C)CCCCCC (2-hydroxy-7-(2-octyloxy)-fluorene). As a reaction SMILES: [CH3:1][CH:2](Br)[CH2:3][CH2:4][CH2:5][CH2:6][CH2:7][CH3:8].[OH:10][C:11]1[CH:23]=[CH:22][C:21]2[C:20]3[C:15](=[CH:16][C:17]([OH:24])=[CH:18][CH:19]=3)[CH2:14][C:13]=2[CH:12]=1.[OH-].[K+]>C(O)C>[OH:10][C:11]1[CH:23]=[CH:22][C:21]2[C:20]3[C:15](=[CH:16][C:17]([O:24][CH:2]([CH2:3][CH2:4][CH2:5][CH2:6][CH2:7][CH3:8])[CH3:1])=[CH:18][CH:19]=3)[CH2:14][C:13]=2[CH:12]=1 |f:2.3|. Reported procedure: According to a known method, optically active 2-octyl bromide and 2,7-dihydroxyfluorene were reacted in ethanol in the presence of potassium hydroxide. The resultant reaction mixture was purified by a column chromatography and recrystallization to obtain optically active 2-hydroxy-7-(2-octyloxy)-fluorene. The reactants are [Al+3], [Al+3], O=C1CCCc2ccccc21, C[Si](C)(C)C#N, [Cl-], [Cl-], [Cl-], [H-], [H-], [H-], [H-], [Li+]. Yields the product NCC1(O)CCCc2ccccc21. Reaction SMILES: [Al+3:21].[Al+3:23].[C:1]1(=[O:11])[CH2:2][CH2:3][CH2:4][c:5]2[cH:6][cH:7][cH:8][cH:9][c:10]21.[CH3:12][Si:13]([CH3:14])([CH3:15])[C:16]#[N:17].[Cl-:18].[Cl-:19].[Cl-:20].[H-:22].[H-:25].[H-:26].[H-:27].[Li+:24]>>[C:1]1([OH:11])([CH2:16][NH2:17])[CH2:2][CH2:3][CH2:4][c:5]2[cH:6][cH:7][cH:8][cH:9][c:10]21.